From a dataset of the Open Reaction Database (ORD), a public repository of structured organic reaction records. describe an organic reaction: reactants, conditions, products, and yield Starting materials: [Br-], CCCC[N+](CCCC)(CCCC)CCCC, C1CCCCC1, O=C1Cc2cc(CCCl)c(Cl)cc2N1, [I-], c1ccc2c(N3CCNCC3)nsc2c1, [Na+], [Na+], [Na+], O=C([O-])[O-]. Product: O=C1Cc2cc(CCN3CCN(c4nsc5ccccc45)CC3)c(Cl)cc2N1. Reaction SMILES: [Br-:38].[CH2:39]([N+:40]([CH2:41][CH2:42][CH2:43][CH3:44])([CH2:45][CH2:46][CH2:47][CH3:48])[CH2:49][CH2:50][CH2:51][CH3:52])[CH2:53][CH2:54][CH3:55].[CH2:56]1[CH2:57][CH2:58][CH2:59][CH2:60][CH2:61]1.[Cl:1][CH2:2][CH2:3][c:4]1[cH:5][c:6]2[c:10]([cH:11][c:12]1[Cl:13])[NH:9][C:8](=[O:14])[CH2:7]2.[I-:37].[N:15]1([c:21]2[n:22][s:23][c:24]3[c:25]2[cH:26][cH:27][cH:28][cH:29]3)[CH2:16][CH2:17][NH:18][CH2:19][CH2:20]1.[Na+:30].[Na+:31].[Na+:36].[O-:32][C:33](=[O:34])[O-:35]>>[CH2:2]([CH2:3][c:4]1[cH:5][c:6]2[c:10]([cH:11][c:12]1[Cl:13])[NH:9][C:8](=[O:14])[CH2:7]2)[N:18]1[CH2:17][CH2:16][N:15]([c:21]2[n:22][s:23][c:24]3[c:25]2[cH:26][cH:27][cH:28][cH:29]3)[CH2:20][CH2:19]1. Starting materials: N(=O)[O-].[Na+] (NaNO2), BrC1=CC(=C(OC2=CC(=C(N)C=C2F)C)C=C1)F (4-(4-bromo-2-fluorophenoxy)-5-fluoro-2-methylaniline), F[B-](F)(F)F.[H+] (fluoroboric acid), CC(=O)[O-].[K+] (KOAc), C1COCCOCCOCCOCCOCCO1 (18-crown-6-ether). Solvent: O (water), C(Cl)(Cl)Cl (CHCl3), O (water). Reaction conditions: temperature 0 celsius, time 40 minute. Yields the product BrC1=CC(=C(OC=2C=C3C=NNC3=CC2F)C=C1)F (5-(4-Bromo-2-fluorophenoxy)-6-fluoro-1H-indazole). Reaction SMILES: [Br:1][C:2]1[CH:17]=[CH:16][C:5]([O:6][C:7]2[C:13]([F:14])=[CH:12][C:10]([NH2:11])=[C:9]([CH3:15])[CH:8]=2)=[C:4]([F:18])[CH:3]=1.F[B-](F)(F)F.[H+].[N:25]([O-])=O.[Na+].CC([O-])=O.[K+].C1OCCOCCOCCOCCOCCOC1>O.C(Cl)(Cl)Cl>[Br:1][C:2]1[CH:17]=[CH:16][C:5]([O:6][C:7]2[CH:8]=[C:9]3[C:10](=[CH:12][C:13]=2[F:14])[NH:11][N:25]=[CH:15]3)=[C:4]([F:18])[CH:3]=1 |f:1.2,3.4,5.6|. Procedure: To a suspension of 4-(4-bromo-2-fluorophenoxy)-5-fluoro-2-methylaniline (5.2 g, 16.6 mmol) in water (100 mL) is added fluoroboric acid (6.06 g, 33.1 mmol) at RT. The solution is cooled to 0° C. and NaNO2 (1.71 g, 24.8 mmol) in water (2 mL) is added. The reaction is stirred at 0° C. for 40 min. CHCl3 (200 mL) is added. The organic phase is separated, dried over Na2SO4, and filtered. To the filtrate is added KOAc (7.31 g, 74.5 mmol) and 18-crown-6-ether (0.218 g, 0.82 mmol). The reaction is stirre... The reactants are NC1=CC=C(C(=O)O)C=C1 (4-Aminobenzoic acid), C(C)O (ethanol). Product: C(C)OC(C1=CC=C(C=C1)N)=O (4-Amino-benzoic Acid Ethyl Ester). Reported procedure: 4-Aminobenzoic acid (5.0 g, 36.46 mmol) in 500 mL 3-neck round bottomed flask, fitted with a condenser, thermometer, addition funnel, stir bar, and nitrogen atmosphere, was dissolved in ethanol (100 mL). Next ethanol/HCl saturate (from bubbling concentrated HCl through ethanol) was added dropwise, by addition funnel. Then stirred at reflux for 1 h, cooled to room temperature, and stirred an additional 104 hours. Reaction mixture was then concentrated under reduced vacuum, and dissolved in ethyl ... RXN SMILES: [NH2:1][C:2]1[CH:10]=[CH:9][C:5]([C:6]([OH:8])=[O:7])=[CH:4][CH:3]=1.[CH2:11](O)[CH3:12]>>[CH2:11]([O:7][C:6](=[O:8])[C:5]1[CH:9]=[CH:10][C:2]([NH2:1])=[CH:3][CH:4]=1)[CH3:12]. Reaction SMILES: [F:1][C:2]1[CH:7]=[CH:6][C:5]([S:8][C:9]2[CH:14]=[C:13]([C:15]([OH:17])=[O:16])[CH:12]=[CH:11][C:10]=2[CH2:18][C:19]([OH:21])=O)=[CH:4][CH:3]=1>O>[F:1][C:2]1[CH:3]=[CH:4][C:5]2[S:8][C:9]3[CH:14]=[C:13]([C:15]([OH:17])=[O:16])[CH:12]=[CH:11][C:10]=3[CH2:18][C:19](=[O:21])[C:6]=2[CH:7]=1. Starting materials: polyphosphoric acid, FC1=CC=C(C=C1)SC1=C(C=CC(=C1)C(=O)O)CC(=O)O (2-(4'-fluorophenylthio)-4-carboxyphenylacetic acid), ice. Yields the product FC=1C=CC2=C(C(CC3=C(S2)C=C(C=C3)C(=O)O)=O)C1 (8-Fluoro-10-oxo-10,11-dihydrodibenzo[b,f]thiepin-3-carboxylic Acid). Reaction conditions: temperature 120 celsius, time 90 minute. Procedure details: Heat to 120° C. with stirring 450 gm of commercial polyphosphoric acid and add 35.9 gm of crude diacid from Step A. Stir under a nitrogen atmosphere at 120° C. for 90 minutes. Cool and slowly add 1.5 liters of ice and water. Separate the solids by filtration. Stir the residue in 500 ml of refluxing ethyl acetate for 90 minutes and filter while hot to obtain a first crop. Concentrate the filtrate until solids appear, allow to stand overnight and filter to obtain a second crop. Combine the crops (... Solvent: O (water). The reactants are COC=1C=C(C=CC1)O (3-methoxyphenol), O1CCOCC1 (dioxane), ClCC#N (Chloroacetonitrile), Cl (hydrochloric acid), Cl (hydrogen chloride). RXN SMILES: ClCC#N.[CH3:5][O:6][C:7]1[CH:8]=[C:9]([OH:13])[CH:10]=[CH:11][CH:12]=1.Cl.[O:15]1CCO[CH2:17][CH2:16]1>[Cl-].[Zn+2].[Cl-]>[CH3:5][O:6][C:7]1[CH:12]=[CH:11][C:10]2[C:16](=[O:15])[CH2:17][O:13][C:9]=2[CH:8]=1 |f:4.5.6|. Procedure details: Chloroacetonitrile (3.5 ml, 55.2 mmol) was added dropwise to a stirred solution containing 3-methoxyphenol (5 ml, 46 mmol) and zinc chloride (6.9 g, 50.6 mmol) in anhydrous dioxane (30 ml) at room temperature. The resulting solution was saturated with dry hydrogen chloride gas. After stirring at room temperature overnight, the yellow precipitate was filtered and washed with anhydrous ether (100 ml). The collected precipitate was dissolved in water (80 ml) and heated to reflux for 1 hour. The sol... Reagents/catalysts: [Cl-].[Zn+2].[Cl-] (zinc chloride). Conditions: time 8 hour. The yield is 54.8%. Yields the product COC1=CC2=C(C(CO2)=O)C=C1 (6-methoxy-3-benzofuranone).